From a dataset of the Open Reaction Database (ORD), a public repository of structured organic reaction records. describe an organic reaction: reactants, conditions, products, and yield Starting materials: CC(C)(CO)CCO[Si](C)(C)C(C)(C)C, CCN(CC)P(OC(C)(C)C)OC(C)(C)C, ClC(Cl)Cl, O=C(OO)c1cccc(Cl)c1, ClCCl, c1nnn[nH]1. The product is CC(C)(CCO[Si](C)(C)C(C)(C)C)COP(=O)(OC(C)(C)C)OC(C)(C)C. As a reaction SMILES: [C:1]([CH3:2])([CH3:3])([CH3:4])[Si:5]([O:6][CH2:7][CH2:8][C:9]([CH2:10][OH:11])([CH3:12])[CH3:13])([CH3:14])[CH3:15].[CH2:21]([N:22]([CH2:23][CH3:35])[P:24]([O:25][C:26]([CH3:27])([CH3:28])[CH3:29])[O:30][C:31]([CH3:32])([CH3:33])[CH3:34])[CH3:36].[CH:51]([Cl:52])([Cl:53])[Cl:54].[Cl:37][c:38]1[cH:39][cH:40][cH:41][c:42]([C:43]([O:44][OH:46])=[O:45])[cH:47]1.[Cl:48][CH2:49][Cl:50].[nH:16]1[cH:17][n:18][n:19][n:20]1>>[C:1]([CH3:2])([CH3:3])([CH3:4])[Si:5]([O:6][CH2:7][CH2:8][C:9]([CH2:10][O:11][P:24]([O:25][C:26]([CH3:27])([CH3:28])[CH3:29])([O:30][C:31]([CH3:32])([CH3:33])[CH3:34])=[O:45])([CH3:12])[CH3:13])([CH3:14])[CH3:15]. Reactants: CC1=NN(C(=C1)C)C1=NC2=C(N1CC1=CC=C(C=C1)C=1C(=CC=CC1)C(=O)OC(C)(C)C)C=CC=C2 (tert.butyl 4'-[(2-(3,5-dimethyl-pyrazol-1-yl)-benzimidazol-1-yl)-methyl]biphenyl-2-carboxylate), FC(C(=O)O)(F)F (trifluoroacetic acid). Product: CC1=NN(C(=C1)C)C1=NC2=C(N1CC1=CC=C(C=C1)C=1C(=CC=CC1)C(=O)O)C=CC=C2 (4'-[(2-(3,5-Dimethyl-pyrazol-1-yl)-benzimidazol-1-yl)-methyl]biphenyl-2-carboxylic acid). RXN SMILES: [CH3:1][C:2]1[CH:6]=[C:5]([CH3:7])[N:4]([C:8]2[N:12]([CH2:13][C:14]3[CH:19]=[CH:18][C:17]([C:20]4[C:21]([C:26]([O:28]C(C)(C)C)=[O:27])=[CH:22][CH:23]=[CH:24][CH:25]=4)=[CH:16][CH:15]=3)[C:11]3[CH:33]=[CH:34][CH:35]=[CH:36][C:10]=3[N:9]=2)[N:3]=1.FC(F)(F)C(O)=O>>[CH3:1][C:2]1[CH:6]=[C:5]([CH3:7])[N:4]([C:8]2[N:12]([CH2:13][C:14]3[CH:15]=[CH:16][C:17]([C:20]4[C:21]([C:26]([OH:28])=[O:27])=[CH:22][CH:23]=[CH:24][CH:25]=4)=[CH:18][CH:19]=3)[C:11]3[CH:33]=[CH:34][CH:35]=[CH:36][C:10]=3[N:9]=2)[N:3]=1. Reported procedure: Prepared in analogous manner to Example 9 from tert.butyl 4'-[(2-(3,5-dimethyl-pyrazol-1-yl)-benzimidazol-1-yl)-methyl]biphenyl-2-carboxylate and trifluoroacetic acid.